This data is from the Open Reaction Database (ORD), a public repository of structured organic reaction records. The task is: describe an organic reaction: reactants, conditions, products, and yield Reactants: C(C)(C)(C)N1N=CC(=C1C1=CC=C(C=C1)OC)C=1SC=C(N1)/C=C/C(=O)O ((E)-3-(2-(1-(tert-butyl)-5-(4-methoxyphenyl)-1H-pyrazol-4-yl)thiazol-4-yl)acrylic acid), [H][H] (hydrogen). Reagents/catalysts: [C].[Pd] (palladium carbon). Run in C1CCOC1 (THF), CO (methanol). The product is C(C)(C)(C)N1N=CC(=C1C1=CC=C(C=C1)OC)C=1SC=C(N1)CCC(=O)O (3-(2-(1-(tert-butyl)-5-(4-methoxyphenyl)-1H-pyrazol-4-yl)thiazol-4-yl)propanoic acid). Yield: 89.4%. As a reaction SMILES: [C:1]([N:5]1[C:9]([C:10]2[CH:15]=[CH:14][C:13]([O:16][CH3:17])=[CH:12][CH:11]=2)=[C:8]([C:18]2[S:19][CH:20]=[C:21](/[CH:23]=[CH:24]/[C:25]([OH:27])=[O:26])[N:22]=2)[CH:7]=[N:6]1)([CH3:4])([CH3:3])[CH3:2].[H][H]>C1COCC1.CO.[C].[Pd]>[C:1]([N:5]1[C:9]([C:10]2[CH:11]=[CH:12][C:13]([O:16][CH3:17])=[CH:14][CH:15]=2)=[C:8]([C:18]2[S:19][CH:20]=[C:21]([CH2:23][CH2:24][C:25]([OH:27])=[O:26])[N:22]=2)[CH:7]=[N:6]1)([CH3:4])([CH3:2])[CH3:3] |f:4.5|. Procedure: A mixed solution of (E)-3-(2-(1-(tert-butyl)-5-(4-methoxyphenyl)-1H-pyrazol-4-yl)thiazol-4-yl)acrylic acid (70 mg, 0.18 mmol) and 10% palladium carbon (19.43 mg, 0.18 mmol) in THF (2 mL) and methanol (2 mL) was stirred under 1 atm hydrogen atmosphere at room temperature for 14 hr. The catalyst was filtered off, and the filtrate was concentrated under reduced pressure. The residue was crystallized from diethyl ether to give 3-(2-(1-(tert-butyl)-5-(4-methoxyphenyl)-1H-pyrazol-4-yl)thiazol-4-yl)pro... Starting materials: FC=1C=C(OC2=C(C=CC=C2)Br)C=CC1 (1-(3-fluorophenoxy)-2-bromobenzene), [Li]C(C)(C)C (t-BuLi), CCCCC (pentane). Procedure details: To a stirred solution of 1-(3-fluorophenoxy)-2-bromobenzene (1.27 g, 4.75 mmol) in THF (10 mL) at −70° C. was added 1.7 M t-BuLi in pentane (5.6 mL, 9.50 mmol) dropwise to keep the temperature below −70° C. The resulting solution was stirred at −70° C. for 30 min, and used for the next step directly. Reaction SMILES: [F:1][C:2]1[CH:3]=[C:4]([CH:13]=[CH:14][CH:15]=1)[O:5][C:6]1[CH:11]=[CH:10][CH:9]=[CH:8][C:7]=1Br.[Li:16]C(C)(C)C.CCCCC>C1COCC1>[F:1][C:2]1[CH:3]=[C:4]([CH:13]=[CH:14][CH:15]=1)[O:5][C:6]1[CH:11]=[CH:10][CH:9]=[CH:8][C:7]=1[Li:16]. The solvent is C1CCOC1 (THF). The product is FC=1C=C(OC2=C(C=CC=C2)[Li])C=CC1 (2-(3-fluorophenoxy)phenyllithium). Reaction conditions: temperature -70 celsius, time 30 minute. Reactants: N1=CC=CC=C1 (pyridine), NC1=C(C(=O)O)C=CC(=C1)S(=O)(=O)C (2-amino-4-methanesulfonyl-benzoic acid), ClC(Cl)(OC(OC(Cl)(Cl)Cl)=O)Cl (triphosgene). Run in ClCCl (dichloromethane), C(C)#N (acetonitrile). Reaction conditions: temperature 55 celsius, time 2 hour. Product: CS(=O)(=O)C=1C=CC2=C(NC(OC2=O)=O)C1 (7-methanesulfonyl-1H-benzo[d][1,3]oxazine-2,4-dione). Reaction SMILES: [NH2:1][C:2]1[CH:10]=[C:9]([S:11]([CH3:14])(=[O:13])=[O:12])[CH:8]=[CH:7][C:3]=1[C:4]([OH:6])=[O:5].N1C=CC=CC=1.Cl[C:22](Cl)([O:24]C(=O)OC(Cl)(Cl)Cl)Cl>C(#N)C.ClCCl>[CH3:14][S:11]([C:9]1[CH:8]=[CH:7][C:3]2[C:4](=[O:6])[O:5][C:22](=[O:24])[NH:1][C:2]=2[CH:10]=1)(=[O:13])=[O:12]. Procedure: To a suspension of 2-amino-4-methanesulfonyl-benzoic acid (1.00 g, 4.64 mmol) in acetonitrile (15 mL) at 55° C. were simultaneously added pyridine (0.75 mL, 9.3 mmol) and a solution of triphosgene (0.455 g, 1.53 mmol) in dichloromethane (5 mL). The resulting mixture was stirred at 55° C. for 2 hours and the solvent was removed using a rotary evaporator. The residue was diluted with water (50 mL) and the precipitate was filtered, and air dried to provide 7-methanesulfonyl-1H-benzo[d][1,3]oxazine-... Yield: 58.1%. Conditions: temperature 100 celsius, time 8 hour. Reactants: [N+](=O)([O-])C1=C(C=O)C=CC(=C1)Cl (2-nitro-4-chlorobenzaldehyde), BrC1=CC=C(C=C1)CC(=O)O (4-bromophenylacetic acid), C(C)(=O)OC(C)=O (acetic anhydride), C([O-])([O-])=O.[K+].[K+] (potassium carbonate), Cl (HCl). The solvent is O (water). Procedure: A 2 L flask equipped with a mechanical stirrer was charged with 183 g of 2-nitro-4-chlorobenzaldehyde, 212 g of 4-bromophenylacetic acid and 233 mL of acetic anhydride. To this solution was added 82 g of potassium carbonate and the reaction was stirred overnight at 100° C. The resulting dark mixture was cooled down to room temperature and 1.6 L of water was added followed by 800 mL of 10% HCl. The solution was decanted and taken up in water/ethyl acetate. Layers were separated, organic phase was... The product is BrC1=CC=C(C=C1)/C(/C(=O)O)=C\C1=C(C=C(C=C1)Cl)[N+](=O)[O-] ((2E)-2-(4-bromophenyl)-3-(4-chloro-2-nitrophenyl)acrylic acid). RXN SMILES: [N+:1]([C:4]1[CH:11]=[C:10]([Cl:12])[CH:9]=[CH:8][C:5]=1[CH:6]=O)([O-:3])=[O:2].[Br:13][C:14]1[CH:19]=[CH:18][C:17]([CH2:20][C:21]([OH:23])=[O:22])=[CH:16][CH:15]=1.C(OC(=O)C)(=O)C.C(=O)([O-])[O-].[K+].[K+].Cl>O>[Br:13][C:14]1[CH:15]=[CH:16][C:17](/[C:20](=[CH:6]\[C:5]2[CH:8]=[CH:9][C:10]([Cl:12])=[CH:11][C:4]=2[N+:1]([O-:3])=[O:2])/[C:21]([OH:23])=[O:22])=[CH:18][CH:19]=1 |f:3.4.5|.